This data is from the Open Reaction Database (ORD), a public repository of structured organic reaction records. The task is: describe an organic reaction: reactants, conditions, products, and yield Procedure: The formation of Z--Ala--SerOH is obtained by the same process as that described in Example 1.a, but using 1.1 mmol of lyophilised hydrated serine in place of cysteine and 1 mmol of alanine protected by Z and activated in place of glycine. Reactants: hydrated serine, N[C@@H](C)C(=O)O (alanine), NCC(=O)O (glycine). Product: N[C@@H](C)C(=O)O.N[C@@H](CO)C(=O)O (Alanine Serine). RXN SMILES: [NH2:1][C@H:2]([C:4]([OH:6])=[O:5])[CH3:3].[NH2:7][CH2:8][C:9]([OH:11])=[O:10]>>[NH2:1][C@H:2]([C:4]([OH:6])=[O:5])[CH3:3].[NH2:7][C@H:8]([C:9]([OH:11])=[O:10])[CH2:4][OH:5] |f:2.3|. Starting materials: BrC1=CSC=2CN(C[C@@H](OC21)C)C(=O)OC(C)(C)C (tert-butyl (2S)-8-bromo-2-methyl-2,3-dihydrothieno[2,3-f][1,4]oxazepine-4(5H)-carboxylate), C1(CC1)B(O)O (cyclopropylboronic acid), C1(CCCCC1)P(C1CCCCC1)C1CCCCC1 (tricyclohexylphosphine), CC(C)([O-])C.[K+] (potassium tert-butoxide). The reagents and catalysts are C(C)(=O)[O-].[Pd+2].C(C)(=O)[O-] (palladium acetate). The solvent is C1(=CC=CC=C1)C (toluene). Run at temperature 80 celsius, time 14 hour. The product is C1(CC1)C1=CSC=2CN(C[C@@H](OC21)C)C(=O)OC(C)(C)C (tert-butyl (2S)-8-cyclopropyl-2-methyl-2,3-dihydrothieno[2,3-f][1,4]oxazepine-4(5H)-carboxylate). Yield: 82.8%. RXN SMILES: Br[C:2]1[C:11]2[O:10][C@@H:9]([CH3:12])[CH2:8][N:7]([C:13]([O:15][C:16]([CH3:19])([CH3:18])[CH3:17])=[O:14])[CH2:6][C:5]=2[S:4][CH:3]=1.[CH:20]1(B(O)O)[CH2:22][CH2:21]1.C1(P(C2CCCCC2)C2CCCCC2)CCCCC1.CC(C)([O-])C.[K+]>C([O-])(=O)C.[Pd+2].C([O-])(=O)C.C1(C)C=CC=CC=1>[CH:20]1([C:2]2[C:11]3[O:10][C@@H:9]([CH3:12])[CH2:8][N:7]([C:13]([O:15][C:16]([CH3:19])([CH3:18])[CH3:17])=[O:14])[CH2:6][C:5]=3[S:4][CH:3]=2)[CH2:22][CH2:21]1 |f:3.4,5.6.7|. Procedure details: A suspension of tert-butyl (2S)-8-bromo-2-methyl-2,3-dihydrothieno[2,3-f][1,4]oxazepine-4(5H)-carboxylate (616 mg) obtained in Example 12, steps 1-4, cyclopropylboronic acid (228 mg), palladium acetate (20 mg), tricyclohexylphosphine (50 mg), potassium tert-butoxide (595 mg) and toluene (20 ml) was stirred at 80° C. for 14 hr under an argon atmosphere. The reaction solution was cooled to room temperature, and filtered through celite. Water was added, and the mixture was extracted with ethyl acet... Starting materials: [Al+3], CC(C)C(=O)Cl, ClC(Cl)Cl, [Cl-], [Cl-], [Cl-], CSc1ccccc1. The product is CSc1ccc(C(=O)C(C)C)cc1. Reaction SMILES: [Al+3:2].[C:5]([CH:6]([CH3:7])[CH3:8])(=[O:9])[Cl:10].[CH:19]([Cl:20])([Cl:21])[Cl:22].[Cl-:1].[Cl-:3].[Cl-:4].[c:11]1([S:17][CH3:18])[cH:12][cH:13][cH:14][cH:15][cH:16]1>>[C:5]([CH:6]([CH3:7])[CH3:8])(=[O:9])[c:14]1[cH:13][cH:12][c:11]([S:17][CH3:18])[cH:16][cH:15]1. Starting materials: COC1=C2C3=C(C(OC2=CC=C1)C1=CC(=CC=C1)OCC=O)C=C(C=C3)NS(=O)(=O)C (N-{1-methoxy-6-[3-(2-oxoethoxy)phenyl]-6H-benzo[c]chromen-8-yl}methanesulfonamide), [Br-].COCC[PH3+] (methoxyethylphosphonium bromide), [OH-].[Na+] (sodium hydroxide), C1CCOC1 (THF). Run in CCOC(=O)C (EtOAc), [Cl-].[Na+].O (brine). Run at time 6 hour. The product is COC1=C2C3=C(C(OC2=CC=C1)C1=CC(=CC=C1)OCCCCOC)C=C(C=C3)NS(=O)(=O)C (N-{1-methoxy-6-[3-(4-methoxybutoxy)phenyl]-6H-benzo[c]chromen-8-yl}methanesulfonamide). Reaction SMILES: COC1C=[CH:11][CH:10]=[C:9]2[C:4]=1[C:5]1[CH:26]=[CH:25][C:24]([NH:27][S:28]([CH3:31])(=[O:30])=[O:29])=[CH:23][C:6]=1[CH:7]([C:13]1[CH:18]=[CH:17][CH:16]=[C:15]([O:19][CH2:20][CH:21]=O)[CH:14]=1)[O:8]2.[Br-].[CH3:33][O:34][CH2:35][CH2:36][PH3+].[OH-].[Na+].C1[CH2:44][O:43][CH2:42][CH2:41]1>CCOC(C)=O.[Cl-].[Na+].O>[CH3:33][O:34][C:35]1[CH:36]=[CH:11][CH:10]=[C:9]2[C:4]=1[C:5]1[CH:26]=[CH:25][C:24]([NH:27][S:28]([CH3:31])(=[O:29])=[O:30])=[CH:23][C:6]=1[CH:7]([C:13]1[CH:18]=[CH:17][CH:16]=[C:15]([O:19][CH2:20][CH2:21][CH2:41][CH2:42][O:43][CH3:44])[CH:14]=1)[O:8]2 |f:1.2,3.4,7.8.9|. Procedure: A solution of Example 94A (0.05 g, 0.114 mmol), methoxyethylphosphonium bromide (0.068 g, 0.171 mmol) and aqueous sodium hydroxide (1 mL, 6.0M) in THF (1 mL) was stirred for 16 hours, and then diluted with EtOAc (10 mL) and brine (25 mL). The layers were separated and the organic layer was dried (Na2SO4), filtered and concentrated under reduced pressure. The residue and 10% Pd on carbon (0.005 g) in anhydrous THF (2 mL) were shaken under hydrogen gas (balloon) for 6 hours. The mixture was filter...